From a dataset of the Open Reaction Database (ORD), a public repository of structured organic reaction records. describe an organic reaction: reactants, conditions, products, and yield Starting materials: O=C([O-])[O-], CCCOCCCl, [I-], [K+], [K+], [Na+], CN(C)C=O, O, Oc1ccc(Br)cc1Cl. The product is CCCOCCOc1ccc(Br)cc1Cl. As a reaction SMILES: [C:10](=[O:11])([O-:12])[O-:13].[Cl:18][CH2:19][CH2:20][O:21][CH2:22][CH2:23][CH3:24].[I-:17].[K+:14].[K+:15].[Na+:16].[O:25]=[CH:26][N:27]([CH3:28])[CH3:29].[OH2:30].[OH:1][c:2]1[cH:3][cH:4][c:5]([Br:6])[cH:7][c:8]1[Cl:9]>>[O:1]([c:2]1[cH:3][cH:4][c:5]([Br:6])[cH:7][c:8]1[Cl:9])[CH2:19][CH2:20][O:21][CH2:22][CH2:23][CH3:24]. The reactants are COC(=O)CBr, CO, CNc1cccc(OCCCN(Cc2cccc(C(F)(F)F)c2Cl)CC(c2ccccc2)c2ccccc2)c1. Yields the product COC(=O)CN(C)c1cccc(OCCCN(Cc2cccc(C(F)(F)F)c2Cl)CC(c2ccccc2)c2ccccc2)c1. As a reaction SMILES: [CH3:40][O:41][C:42]([CH2:43][Br:44])=[O:45].[CH3:46][OH:47].[Cl:1][c:2]1[c:3]([CH2:4][N:5]([CH2:6][CH2:7][CH2:8][O:9][c:10]2[cH:11][c:12]([NH:16][CH3:17])[cH:13][cH:14][cH:15]2)[CH2:18][CH:19]([c:20]2[cH:21][cH:22][cH:23][cH:24][cH:25]2)[c:26]2[cH:27][cH:28][cH:29][cH:30][cH:31]2)[cH:32][cH:33][cH:34][c:35]1[C:36]([F:37])([F:38])[F:39]>>[Cl:1][c:2]1[c:3]([CH2:4][N:5]([CH2:6][CH2:7][CH2:8][O:9][c:10]2[cH:11][c:12]([N:16]([CH3:17])[CH2:43][C:42]([O:41][CH3:40])=[O:45])[cH:13][cH:14][cH:15]2)[CH2:18][CH:19]([c:20]2[cH:21][cH:22][cH:23][cH:24][cH:25]2)[c:26]2[cH:27][cH:28][cH:29][cH:30][cH:31]2)[cH:32][cH:33][cH:34][c:35]1[C:36]([F:37])([F:38])[F:39]. Reactants: CCOC(=O)C1(NC2CCC(N(C(=O)OC(C)(C)C)C(=O)OC(C)(C)C)C(N)C2)CC1, CCO, ClCCl, Cl. Yields the product Cl, CCOC(=O)C1(NC2CCC(N)C(N)C2)CC1. As a reaction SMILES: [C:1]([O:2][C:3]([N:8]([C:4]([O:5][C:6]([CH3:7])([CH3:25])[CH3:26])=[O:27])[CH:9]1[CH:10]([NH2:24])[CH2:11][CH:12]([NH:15][C:16]2([C:19](=[O:20])[O:21][CH2:22][CH3:23])[CH2:17][CH2:18]2)[CH2:13][CH2:14]1)=[O:28])([CH3:29])([CH3:30])[CH3:31].[CH3:32][CH2:33][OH:34].[Cl:36][CH2:37][Cl:38].[ClH:35]>>[ClH:35].[NH2:8][CH:9]1[CH:10]([NH2:24])[CH2:11][CH:12]([NH:15][C:16]2([C:19](=[O:20])[O:21][CH2:22][CH3:23])[CH2:17][CH2:18]2)[CH2:13][CH2:14]1. Reactants: C(#N)CC1CCN(CC1)C(=O)OC(C)(C)C (tert-Butyl 4-(cyanomethyl)piperidine-1-carboxylate), NO (hydroxylamine). Run in C(C)O (ethanol). Yields the product NC(CC1CCN(CC1)C(=O)OC(C)(C)C)=NO (tert-butyl 4-[2-amino-2-(hydroxyimino)ethyl]piperidine-1-carboxylate). RXN SMILES: [C:1]([CH2:3][CH:4]1[CH2:9][CH2:8][N:7]([C:10]([O:12][C:13]([CH3:16])([CH3:15])[CH3:14])=[O:11])[CH2:6][CH2:5]1)#[N:2].[NH2:17][OH:18]>C(O)C>[NH2:2][C:1](=[N:17][OH:18])[CH2:3][CH:4]1[CH2:5][CH2:6][N:7]([C:10]([O:12][C:13]([CH3:16])([CH3:15])[CH3:14])=[O:11])[CH2:8][CH2:9]1. Procedure details: tert-Butyl 4-(cyanomethyl)piperidine-1-carboxylate (91 mmol) was dissolved in ethanol (200 mL), and an aqueous hydroxylamine solution (50%, 17 mL, 170 mmol) was added, followed by heating to reflux for 3.5 hours. The reaction solution was cooled, and subsequently concentrated under reduced pressure to afford tert-butyl 4-[2-amino-2-(hydroxyimino)ethyl]piperidine-1-carboxylate as a colorless amorphous solid. Reactants: B, COC(=O)C(Cc1ccc(NC=O)cc1)NC(C)=O, CSC, CO, C1CCOC1. The product is CNc1ccc(CC(NC(C)=O)C(=O)OC)cc1. RXN SMILES: [BH3:23].[C:1]([CH3:2])(=[O:3])[NH:4][CH:5]([C:6](=[O:7])[O:8][CH3:9])[CH2:10][c:11]1[cH:12][cH:13][c:14]([NH:17][CH:18]=[O:19])[cH:15][cH:16]1.[CH3:20][S:21][CH3:22].[CH3:24][OH:25].[O:26]1[CH2:27][CH2:28][CH2:29][CH2:30]1>>[C:1]([CH3:2])(=[O:3])[NH:4][CH:5]([C:6](=[O:7])[O:8][CH3:9])[CH2:10][c:11]1[cH:12][cH:13][c:14]([NH:17][CH3:18])[cH:15][cH:16]1. The reactants are CC(C)(C)c1ccc2nc(Cl)[nH]c2c1, FC(F)(F)c1cccnc1N1CCNCC1. The product is CC(C)(C)c1ccc2nc(N3CCN(c4ncccc4C(F)(F)F)CC3)[nH]c2c1. As a reaction SMILES: [C:1]([CH3:2])([CH3:3])([CH3:4])[c:5]1[cH:6][cH:7][c:8]2[c:9]([nH:10][c:11]([Cl:13])[n:12]2)[cH:14]1.[F:15][C:16]([c:17]1[c:18]([N:23]2[CH2:24][CH2:25][NH:26][CH2:27][CH2:28]2)[n:19][cH:20][cH:21][cH:22]1)([F:29])[F:30]>>[C:1]([CH3:2])([CH3:3])([CH3:4])[c:5]1[cH:6][cH:7][c:8]2[c:9]([nH:10][c:11]([N:26]3[CH2:25][CH2:24][N:23]([c:18]4[c:17]([C:16]([F:15])([F:29])[F:30])[cH:22][cH:21][cH:20][n:19]4)[CH2:28][CH2:27]3)[n:12]2)[cH:14]1. The reactants are C(CCC)[Li] (n-Butyl lithium), O1COC2=C1C=CC(=C2)C=NC2CCCCC2 (N-(1,3-benzodioxol-5-ylmethylene)cyclohexanamine), O (Water), C(C)I (ethyl iodide). Run in CCCCCC (hexane), C1CCOC1 (THF). Product: C(C)C1=C(C=CC=2OCOC21)C=O (4-Ethyl-1,3-benzodioxole-5-carboxaldehyde). As a reaction SMILES: [CH2:1]([Li])[CH2:2][CH2:3][CH3:4].[O:6]1C2[CH:11]=[CH:12][C:13](C=NC3CCCCC3)=[CH:14][C:9]=2[O:8][CH2:7]1.C(I)C.[OH2:26]>CCCCCC.C1COCC1>[CH2:3]([C:2]1[C:1]2[O:6][CH2:7][O:8][C:9]=2[CH:14]=[CH:13][C:12]=1[CH:11]=[O:26])[CH3:4]. Procedure: n-Butyl lithium in hexane (1.6M, 320 ml) was added under nitrogen to a stirred solution of N-(1,3-benzodioxol-5-ylmethylene)cyclohexanamine (100 g) in dry THF (500 ml) at -78°. After 15 min ethyl iodide (50 ml) was added and the mixture was allowed to warm slowly to -50°. Water was then added and the mixture was extracted with ether. The extracts were concentrated in vacuo and the concentrate heated in 2N hydrochloric acid (250 ml) on a steam bath for 20 min. The resultant solution was diluted w... The reactants are 60, [NH2-].[Na+] (sodium amide), CC1=CC=CC=C1 (methylbenzene), C1(=CC=CC=C1)COC1=CC=C(C=C1)C1(CCC2(OCCO2)CC1)C#N (8-[4-(phenylmethoxy)phenyl]-1,4-dioxaspiro[4,5]decane-8-carbonitrile), CO (methanol). The solvent is CC1=C(C=CC=C1)C (dimethylbenzene). Run at time 24 hour. Product: 27, C1(=CC=CC=C1)COC1=CC=C(C=C1)C1CCC2(OCCO2)CC1 (8-[4-(phenylmethoxy)phenyl]-1,4-dioxaspiro[4,5]decane). Yield: 87.0%. As a reaction SMILES: [NH2-].[Na+].CC1C=CC=CC=1.[C:10]1([CH2:16][O:17][C:18]2[CH:23]=[CH:22][C:21]([C:24]3(C#N)[CH2:33][CH2:32][C:27]4([O:31][CH2:30][CH2:29][O:28]4)[CH2:26][CH2:25]3)=[CH:20][CH:19]=2)[CH:15]=[CH:14][CH:13]=[CH:12][CH:11]=1.CO>CC1C=CC=CC=1C>[C:10]1([CH2:16][O:17][C:18]2[CH:23]=[CH:22][C:21]([CH:24]3[CH2:33][CH2:32][C:27]4([O:28][CH2:29][CH2:30][O:31]4)[CH2:26][CH2:25]3)=[CH:20][CH:19]=2)[CH:11]=[CH:12][CH:13]=[CH:14][CH:15]=1 |f:0.1|. Reported procedure: To a stirred and heated (±65° C.) mixture of 60 parts of sodium amide solution 50% in dimethylbenzene and 315 parts of methylbenzene are added portionwise 33.5 parts of 8-[4-(phenylmethoxy)phenyl]-1,4-dioxaspiro[4,5]decane-8-carbonitrile. Upon completion, stirring is continued for 24 hours at reflux. The reaction mixture is cooled, about 16 parts of methanol are added dropwise and the whole is poured onto ice-water. The product is extracted with trichloromethane. The extract is dried, filtered a... The reactants are NC1=CC(=C(OCCN(CC)CC)C(=C1)C)C (2-(4-amino-2,6-dimethylphenoxy)-N,N-diethylethanamine), CS(=O)(=O)OS(=O)(=O)C (methanesulfonic anhydride). The solvent is C(C)#N (acetonitrile). Yields the product CS(=O)(=O)O.C(C)N(CCOC1=C(C=C(C=C1C)NS(=O)(=O)C)C)CC (N-[4-[2-(Diethylamino)ethoxy]-3,5-dimethylphenyl]methanesulfonamide methanesulfonic acid salt). RXN SMILES: [NH2:1][C:2]1[CH:15]=[C:14]([CH3:16])[C:5]([O:6][CH2:7][CH2:8][N:9]([CH2:12][CH3:13])[CH2:10][CH3:11])=[C:4]([CH3:17])[CH:3]=1.[CH3:18][S:19]([O:22]S(C)(=O)=O)(=[O:21])=[O:20]>C(#N)C>[CH3:18][S:19]([OH:22])(=[O:21])=[O:20].[CH2:10]([N:9]([CH2:12][CH3:13])[CH2:8][CH2:7][O:6][C:5]1[C:14]([CH3:16])=[CH:15][C:2]([NH:1][S:19]([CH3:18])(=[O:21])=[O:20])=[CH:3][C:4]=1[CH3:17])[CH3:11] |f:3.4|. Reported procedure: To 4.55 g (19.3 mmol) of 2-(4-amino-2,6-dimethylphenoxy)-N,N-diethylethanamine in 40 mL of acetonitrile add 3.40 g (19.5 mmol) of methanesulfonic anhydride. After the addition is complete, stir the reaction for 2 hours at 50° C. Remove the solvent in vacuo. Recrystallize the residue from acetone/ether to obtain the title compound.